This data is from the Open Reaction Database (ORD), a public repository of structured organic reaction records. The task is: describe an organic reaction: reactants, conditions, products, and yield Starting materials: NC1=C2C(N(C(C2=CC=C1)=O)[C@H](CS(=O)(=O)C)C1=CC(=C(C=C1)O)OCC)=O ((S)-4-amino-2-[1-(3-ethoxy-4-hydroxy-phenyl)-2-methanesulfonyl-ethyl]-isoindole-1,3-dione), [Al+3].[Cl-].[Cl-].[Cl-] (AlCl3), O (water). The solvent is C(Cl)Cl (CH2Cl2). Reaction conditions: time 1 hour. Yields the product NC1=C2C(N(C(C2=CC=C1)=O)[C@H](CS(=O)(=O)C)C1=CC(=C(C=C1)O)O)=O ((S)-4-Amino-2-[1-(3,4-dihydroxy-phenyl)-2-methanesulfonyl-ethyl]-isoindole-1,3-dione). RXN SMILES: [NH2:1][C:2]1[CH:10]=[CH:9][CH:8]=[C:7]2[C:3]=1[C:4](=[O:28])[N:5]([C@@H:12]([C:18]1[CH:23]=[CH:22][C:21]([OH:24])=[C:20]([O:25]CC)[CH:19]=1)[CH2:13][S:14]([CH3:17])(=[O:16])=[O:15])[C:6]2=[O:11].[Al+3].[Cl-].[Cl-].[Cl-].O>C(Cl)Cl>[NH2:1][C:2]1[CH:10]=[CH:9][CH:8]=[C:7]2[C:3]=1[C:4](=[O:28])[N:5]([C@@H:12]([C:18]1[CH:23]=[CH:22][C:21]([OH:24])=[C:20]([OH:25])[CH:19]=1)[CH2:13][S:14]([CH3:17])(=[O:16])=[O:15])[C:6]2=[O:11] |f:1.2.3.4|. Procedure: To a stirred solution of (S)-4-amino-2-[1-(3-ethoxy-4-hydroxy-phenyl)-2-methanesulfonyl-ethyl]-isoindole-1,3-dione (0.55 mmol) in anhydrous CH2Cl2 at room temperature, is added AlCl3 (2.2 mmol). After stirring for 1 hour, water is added. The product is extracted into CH2Cl2, and the organic extract is dried over MgSO4. The solvent is removed to afford crude (S)-4-amino-2-[1-(3,4-dihydroxy-phenyl)-2-methanesulfonyl-ethyl]-iso indole-1,3-d lone. The product is purified by column chromatography or ... Reactants: ClC1=C(C=C(C=C1)[C@]1(O)[C@H](O)[C@@H](O)[C@H](O)[C@H](O1)CO)CC1=CC=C(C=C1)OC1C(CCC1)=O (1-chloro-4-(β-D-glucopyranos-1-yl)-2-[4-(2-oxo-cyclopent-1-yloxy)-benzyl]-benzene). Solvent: ClCCl (dichloromethane), O1CCCC1 (tetrahydrofuran), O1CCCC1 (tetrahydrofuran). Conditions: temperature -78 celsius, time 2 hour. The product is ClC1=C(C=C(C=C1)[C@]1(O)[C@H](O)[C@@H](O)[C@H](O)[C@H](O1)CO)CC1=CC=C(C=C1)O[C@H]1[C@H](CCC1)O (1-Chloro-4-(β-D-glucopyranos-1-yl)-2-[4-(cis-2-hydroxy-cyclopent-1-yloxy)-benzyl]-benzene). As a reaction SMILES: [Cl:1][C:2]1[CH:7]=[CH:6][C:5]([C@:8]2([O:17][C@H:16]([CH2:18][OH:19])[C@@H:14]([OH:15])[C@H:12]([OH:13])[C@H:10]2[OH:11])[OH:9])=[CH:4][C:3]=1[CH2:20][C:21]1[CH:26]=[CH:25][C:24]([O:27][CH:28]2[CH2:32][CH2:31][CH2:30][C:29]2=[O:33])=[CH:23][CH:22]=1>O1CCCC1.ClCCl>[Cl:1][C:2]1[CH:7]=[CH:6][C:5]([C@:8]2([O:17][C@H:16]([CH2:18][OH:19])[C@@H:14]([OH:15])[C@H:12]([OH:13])[C@H:10]2[OH:11])[OH:9])=[CH:4][C:3]=1[CH2:20][C:21]1[CH:26]=[CH:25][C:24]([O:27][C@@H:28]2[CH2:32][CH2:31][CH2:30][C@@H:29]2[OH:33])=[CH:23][CH:22]=1. Procedure: To a solution of 1-chloro-4-(β-D-glucopyranos-1-yl)-2-[4-(2-oxo-cyclopent-1-yloxy)-benzyl]-benzene (0.10 g) in dry tetrahydrofuran (3 mL) chilled to −78° C. is added L-selelctride (1 mol/l in tetrahydrofuran, 0.33 mL). The resulting solution is stirred at −78° C. for 2 h, then diluted with dichloromethane and quenched with aqueous hydrochloric acid (1 mol/l). The organic layer is separated and the aqueous phase is extracted with dichloromethane. The combined organic layers are dried (Na2SO4), th... Reactants: C(C)(C)(C1=CC=CC=C1)OC (methyl cumyl ether), [O-]O.C1(=CC=CC=C1)C(C)C (cumene hydroperoxide), B(F)(F)F.CCOCC (boron trifluoride diethyl etherate), [O-]O.C1(=CC=CC=C1)C(C)C (cumene hydroperoxide). Run at temperature 60 celsius. The product is C(C)(C)(C1=CC=CC=C1)OOC(C)(C)C1=CC=CC=C1 (dicumyl peroxide). Isolated yield 99.8%. Reaction SMILES: [C:1]([O:10]C)([C:4]1[CH:9]=[CH:8][CH:7]=[CH:6][CH:5]=1)([CH3:3])[CH3:2].B(F)(F)F.CC[O:18]CC.[O-]O.[C:23]1([CH:29]([CH3:31])[CH3:30])[CH:28]=[CH:27][CH:26]=[CH:25][CH:24]=1>>[C:29]([O:18][O:10][C:1]([C:4]1[CH:5]=[CH:6][CH:7]=[CH:8][CH:9]=1)([CH3:2])[CH3:3])([C:23]1[CH:28]=[CH:27][CH:26]=[CH:25][CH:24]=1)([CH3:31])[CH3:30] |f:1.2,3.4|. Reported procedure: There are loaded into a 100 ml glass flask, 30 grams of methyl cumyl ether (0.2 moles), 0.1 ml of boron trifluoride diethyl etherate and 9 grams of technical cumene hydroperoxide (0.05 moles) having the same composition as that used in Example 1. The mixture is heated to 60° C. with stirring and maintained at a pressure of 200 mmHg. After 30 minutes the conversion of the cumene hydroperoxide is 100% with a yield of 99.8% of dicumyl peroxide. Reactants: solution, Br (HBr), ClC=1C=C(C=CC1Cl)C(C)O (3,4-dichloro-1-(1-hydroxyethyl)benzene). Solvent: CC(=O)O (AcOH). Product: BrC(C)C1=CC(=C(C=C1)Cl)Cl (1-(1-Bromoethyl)-3,4-dichlorobenzene). Reaction SMILES: [BrH:1].[Cl:2][C:3]1[CH:4]=[C:5]([CH:10](O)[CH3:11])[CH:6]=[CH:7][C:8]=1[Cl:9]>CC(O)=O>[Br:1][CH:10]([C:5]1[CH:6]=[CH:7][C:8]([Cl:9])=[C:3]([Cl:2])[CH:4]=1)[CH3:11]. Procedure details: This compound is prepared by the procedure described in Preparation 3.4 from 25 ml of a 33% solution of HBr in AcOH and 5 g of 3,4-dichloro-1-(1-hydroxyethyl)benzene. 6.4 g of the expected product are obtained. Starting materials: Cl.C(C)OC(=O)[C@H]1NC[C@@H](C1)O ((2S,4R)-2-ethoxycarbonyl-4-hydroxy pyrrolidine hydrochloride), C([O-])([O-])=O.[K+].[K+] (potassium carbonate), S(=O)(=O)(OCC)OCC (diethyl sulfate). Solvent: C(Cl)(Cl)Cl (chloroform). Conditions: temperature 40 celsius, time 4 hour. The product is C(C)OC(=O)[C@H]1N(C[C@@H](C1)O)CC ((2S,4R)-2-ethoxycarbonyl-N-ethyl4-hydroxy pyrrolidine). As a reaction SMILES: Cl.[CH2:2]([O:4][C:5]([C@@H:7]1[CH2:11][C@@H:10]([OH:12])[CH2:9][NH:8]1)=[O:6])[CH3:3].C(=O)([O-])[O-].[K+].[K+].S(OCC)(O[CH2:23][CH3:24])(=O)=O>C(Cl)(Cl)Cl>[CH2:2]([O:4][C:5]([C@@H:7]1[CH2:11][C@@H:10]([OH:12])[CH2:9][N:8]1[CH2:23][CH3:24])=[O:6])[CH3:3] |f:0.1,2.3.4|. Procedure: To a mixture of 10.0 g of (2S,4R)-2-ethoxycarbonyl-4-hydroxy pyrrolidine hydrochloride, 15.5 g of potassium carbonate and 50 ml of chloroform, 9.46 g of diethyl sulfate were dropwise added. At 40° C., the mixture was stirred for 4 hours and then allowed to cool, washed with water, added with an aqueous dilute HCl solution and the formed aqueous layer was separated. This aqueous layer was neutralized with potassium carbonate, extracted with chloroform and the extract was washed with water, dried ... Reactants: COC(=O)C1CCCN1S(=O)(=O)c1ccccc1, CO, [Li+], [OH-]. Product: O=C(O)C1CCCN1S(=O)(=O)c1ccccc1. As a reaction SMILES: [CH3:1][O:2][C:3]([CH:4]1[N:5]([S:9](=[O:10])(=[O:11])[c:12]2[cH:13][cH:14][cH:15][cH:16][cH:17]2)[CH2:6][CH2:7][CH2:8]1)=[O:18].[CH3:21][OH:22].[Li+:20].[OH-:19]>>[O:2]=[C:3]([CH:4]1[N:5]([S:9](=[O:10])(=[O:11])[c:12]2[cH:13][cH:14][cH:15][cH:16][cH:17]2)[CH2:6][CH2:7][CH2:8]1)[OH:18].